From a dataset of the Open Reaction Database (ORD), a public repository of structured organic reaction records. describe an organic reaction: reactants, conditions, products, and yield Starting materials: S(=O)(Cl)Cl (thionyl chloride), ClC1=C(C=C(N)C=C1)C1=NC=CC=C1 (4-chloro-3-(pyridin-2-yl)aniline), C(CC(O)(C(=O)O)CC(=O)O)(=O)O (citric acid), OC=1C=C(C(=O)O)C=CC1CS(=O)(=O)C (3-Hydroxy-4-(methylsulfonylmethyl)benzoic acid). The reagents and catalysts are CN(C)C=O (DMF). Solvent: ClCCl (dichloromethane), ClCCl (dichloromethane), O (water), O1CCOCC1 (1,4-dioxane). Run at temperature 50 celsius, time 18 hour. Yields the product ClC1=C(C=C(C=C1)NC(C1=CC(=C(C=C1)CS(=O)(=O)C)O)=O)C1=NC=CC=C1 (N-(4-chloro-3-(pyridin-2-yl)phenyl)-3-hydroxy-4-(methylsulfonylmethyl)benzamide). The yield is 1.0%. Reaction SMILES: [OH:1][C:2]1[CH:3]=[C:4]([CH:8]=[CH:9][C:10]=1[CH2:11][S:12]([CH3:15])(=[O:14])=[O:13])[C:5]([OH:7])=O.S(Cl)(Cl)=O.[Cl:20][C:21]1[CH:27]=[CH:26][C:24]([NH2:25])=[CH:23][C:22]=1[C:28]1[CH:33]=[CH:32][CH:31]=[CH:30][N:29]=1.C(O)(=O)CC(CC(O)=O)(C(O)=O)O>O1CCOCC1.CN(C=O)C.ClCCl.O>[Cl:20][C:21]1[CH:27]=[CH:26][C:24]([NH:25][C:5](=[O:7])[C:4]2[CH:8]=[CH:9][C:10]([CH2:11][S:12]([CH3:15])(=[O:14])=[O:13])=[C:2]([OH:1])[CH:3]=2)=[CH:23][C:22]=1[C:28]1[CH:33]=[CH:32][CH:31]=[CH:30][N:29]=1. Reported procedure: 3-Hydroxy-4-methylbenzoic acid (6.86 g, 45.1 mmol) was dissolved in methanol (200 ml). 4N HCl in 1,4-dioxane (34 ml, 0.135 mmol HCl) was added and the solution heated to 55° C. for 18 hours. The solvent was concentrated on a rotary evaporator, and then partitioned between water and ethyl acetate. The aqueous portion was extracted with ethyl acetate once, and the ethyl acetate extracts were combined and washed with water once, brine once, dried with MgSO4, and evaporated to methyl 3-hydroxy-4-met... Starting materials: CC(=O)NCCCC(=O)c1ccc(Cl)cc1CCC(=O)O, O=C(n1ccnc1)n1ccnc1, CN1CCNCC1, C1CCOC1. Yields the product CC(=O)NCCCC(=O)c1ccc(Cl)cc1CCC(=O)N1CCN(C)CC1. Reaction SMILES: [C:1]([CH3:2])(=[O:3])[NH:4][CH2:5][CH2:6][CH2:7][C:8](=[O:9])[c:10]1[c:11]([CH2:12][CH2:13][C:14](=[O:15])[OH:16])[cH:17][c:18]([Cl:21])[cH:19][cH:20]1.[C:22]([n:23]1[cH:24][cH:25][n:26][cH:27]1)([n:28]1[cH:29][cH:30][n:31][cH:32]1)=[O:33].[CH3:34][N:35]1[CH2:36][CH2:37][NH:38][CH2:39][CH2:40]1.[O:41]1[CH2:42][CH2:43][CH2:44][CH2:45]1>>[C:1]([CH3:2])(=[O:3])[NH:4][CH2:5][CH2:6][CH2:7][C:8](=[O:9])[c:10]1[c:11]([CH2:12][CH2:13][C:14](=[O:16])[N:38]2[CH2:37][CH2:36][N:35]([CH3:34])[CH2:40][CH2:39]2)[cH:17][c:18]([Cl:21])[cH:19][cH:20]1. Starting materials: CCN(C(C)C)C(C)C (DIEA), C=1C=CC2=C(C1)N=NN2O (HOBT), C1CCC(CC1)N=C=NC2CCCCC2 (DCC), O.O.C(C(=O)O)(=O)O (Oxalic acid dihydrate), C(N)(OC(=O)OC(C)(C)C)=O (Boc carbamate), C(=O)(C(F)(F)F)O (TFA). The reagents and catalysts are CN(C)C=1C=CN=CC1 (DMAP). The solvent is CC(C)(C)OC (MTBE). Run at time 20 hour. The product is C(=O)(OCC)[C@]1(C(NCCC1)=O)CC1=CC=CC=C1 ((S)-3-Carbethoxy-3-benzyl-2-piperidone). The yield is 466.9%. RXN SMILES: C(=O)(O[C:4]([O:6][C:7]([CH3:10])(C)C)=[O:5])N.C(O)(C(F)(F)F)=[O:13].CCN(C(C)C)C(C)C.[CH:28]1[CH:29]=[CH:30][C:31]2N(O)N=N[C:32]=2[CH:33]=1.[CH2:38]1[CH2:43][CH2:42][CH:41]([N:44]=[C:45]=NC2CCCCC2)C[CH2:39]1.O.O.C(O)(=O)C(O)=O>CN(C1C=CN=CC=1)C.CC(OC)(C)C>[C:4]([C@:38]1([CH2:39][C:32]2[CH:31]=[CH:30][CH:29]=[CH:28][CH:33]=2)[CH2:43][CH2:42][CH2:41][NH:44][C:45]1=[O:13])([O:6][CH2:7][CH3:10])=[O:5] |f:5.6.7|. Procedure details: A solution of Boc carbamate 2 (759 mg, 2.0 mmol) and TFA (764 mg, 6.70 mmol) in CH2Cl1 (3 g) was aged at 40° C. for 1.5 h. The volatiles were removed under a stream of nitrogen (40° C.), and the residue was dissolved in CH2Cl2 (3 g). DIEA (491 mg, 3.80 mmol), HOBT (41 mg, 0.30 mmol), DCC (516 mg, 2.5 mmol) and DMAP (12 mg, 0.10 mmol) were added sequentially, and the mixture was aged for 20 h at 25° C. Oxalic acid dihydrate (250 mg) and MTBE (5 mL) were added, and the mixture was aged for 1 h. Th... Reactants: C(C)(C)(C)OC(=O)NC=1C(=CC(=C(C1)N1C=C(C(C2=CC(=C(C(=C12)OC(C)C)F)F)=O)C(=O)OCC)F)F (Ethyl 1-[5-(tert-butoxycarbonylamino)-2,4-difluorophenyl]-6,7-difluoro-8-isopropyloxy-4-oxo-1,4-dihydroquinoline-3-carboxylate), Cl (hydrochloric acid). Solvent: C(C)(=O)O (acetic acid). The product is NC=1C(=CC(=C(C1)N1C=C(C(C2=CC(=C(C(=C12)OC(C)C)F)F)=O)C(=O)O)F)F (1-(5-Amino-2,4-difluorophenyl)-6,7-difluoro-8-isopropyloxy-4-oxo-1,4-dihydroquinoline-3-carboxylic Acid). Yield: 70.6%. As a reaction SMILES: C(OC([NH:8][C:9]1[C:10]([F:38])=[CH:11][C:12]([F:37])=[C:13]([N:15]2[C:24]3[C:19](=[CH:20][C:21]([F:30])=[C:22]([F:29])[C:23]=3[O:25][CH:26]([CH3:28])[CH3:27])[C:18](=[O:31])[C:17]([C:32]([O:34]CC)=[O:33])=[CH:16]2)[CH:14]=1)=O)(C)(C)C.Cl>C(O)(=O)C>[NH2:8][C:9]1[C:10]([F:38])=[CH:11][C:12]([F:37])=[C:13]([N:15]2[C:24]3[C:19](=[CH:20][C:21]([F:30])=[C:22]([F:29])[C:23]=3[O:25][CH:26]([CH3:28])[CH3:27])[C:18](=[O:31])[C:17]([C:32]([OH:34])=[O:33])=[CH:16]2)[CH:14]=1. Reported procedure: Ethyl 1-[5-(tert-butoxycarbonylamino)-2,4-difluorophenyl]-6,7-difluoro-8-isopropyloxy-4-oxo-1,4-dihydroquinoline-3-carboxylate (530 mg) were added to a mixed liquid of 4N hydrochloric acid (2 ml) and acetic acid (2 ml), and the mixture was stirred and heated under reflux for 50 minutes. The reaction mixture was concentrated under reduced pressure. Deposits were dispersed in ethanol, collected by filtration and washed with ethanol and diisopropyl ether in that order to obtain the title compound (... Starting materials: Br, O=C([O-])O, CS(C)=O, [Na+], O, Cc1cccc(CC(=O)c2ccc3nsnc3c2)n1. The product is Cc1cccc(C(=O)C(=O)c2ccc3nsnc3c2)n1. Reaction SMILES: [BrH:20].[C:21]([O-:22])(=[O:23])[OH:24].[CH3:26][S:27](=[O:28])[CH3:29].[Na+:25].[OH2:30].[n:1]1[c:2]2[c:3]([n:4][s:5]1)[cH:6][c:7]([C:10]([CH2:11][c:12]1[n:13][c:14]([CH3:18])[cH:15][cH:16][cH:17]1)=[O:19])[cH:8][cH:9]2>>[n:1]1[c:2]2[c:3]([n:4][s:5]1)[cH:6][c:7]([C:10]([C:11]([c:12]1[n:13][c:14]([CH3:18])[cH:15][cH:16][cH:17]1)=[O:22])=[O:19])[cH:8][cH:9]2. Starting materials: C1(=CC=CC=C1)C1C(NNC1C1=CC=CC=C1)=O (4,5-diphenyl-3-pyrazolidinone), N1C(=CC2=CC=CC=C12)C(=O)O (Indole-2-carboxylic acid), C(C(=O)Cl)(=O)Cl (oxalyl chloride), C1(=CC=CC=C1)C (toluene). The reagents and catalysts are CN(C)C=O (DMF). Run in C(Cl)Cl (CH2Cl2), N1=CC=CC=C1 (pyridine). Product: N1C(=CC2=CC=CC=C12)C(=O)N1NC(C(C1C1=CC=CC=C1)C1=CC=CC=C1)=O (1-(Indole-2-carbonyl)-4,5-diphenyl-3-pyrazolidinone). The yield is 44.4%. Reaction SMILES: [NH:1]1[C:9]2[C:4](=[CH:5][CH:6]=[CH:7][CH:8]=2)[CH:3]=[C:2]1[C:10]([OH:12])=O.C(Cl)(=O)C(Cl)=O.C1(C)C=CC=CC=1.[C:26]1([CH:32]2[CH:36]([C:37]3[CH:42]=[CH:41][CH:40]=[CH:39][CH:38]=3)[NH:35][NH:34][C:33]2=[O:43])[CH:31]=[CH:30][CH:29]=[CH:28][CH:27]=1>CN(C=O)C.C(Cl)Cl.N1C=CC=CC=1>[NH:1]1[C:9]2[C:4](=[CH:5][CH:6]=[CH:7][CH:8]=2)[CH:3]=[C:2]1[C:10]([N:35]1[CH:36]([C:37]2[CH:42]=[CH:41][CH:40]=[CH:39][CH:38]=2)[CH:32]([C:26]2[CH:27]=[CH:28][CH:29]=[CH:30][CH:31]=2)[C:33](=[O:43])[NH:34]1)=[O:12]. Procedure details: Indole-2-carboxylic acid (1.35 g, 8.38 mmol), oxalyl chloride (4 mL), and DMF (3 drops) were added in order to 50 mL toluene, and stirred until gas evolution subsided and a homogeneous solution was obtained (c.20 min). Solvent was removed in vacuo, the residue taken up in CH2Cl2, and added to a solution of 4,5-diphenyl-3-pyrazolidinone (2.0 g, 8.40 mmol, 1.00 eq.) in 50 mL CH2Cl2 and 5 mL pyridine. After stirring overnight, the solution was washed with 1N HC1, dried over Na2SO4, and solvent remo... Reactants: CC1(OCCO1)C1=CC(=NC=C1)CN1N=CC(=N1)[N+](=O)[O-] (4-(2-methyl-[1,3]dioxolan-2-yl)-2-(4-nitro-[1,2,3]triazol-2-ylmethyl)-pyridine), [NH4+].[Cl-] (NH4Cl), N#N (N2). Reagents/catalysts: [Fe] (iron). Solvent: CCO (EtOH), O (water). Conditions: temperature 75 celsius, time 1 hour. Product: CC1(OCCO1)C1=CC(=NC=C1)CN1N=CC(=N1)N (2-[4-(2-Methyl-[1,3]dioxolan-2-yl)-pyridin-2-ylmethyl]-2H-[1,2,3]triazol-4-ylamine). RXN SMILES: N#N.[CH3:3][C:4]1([C:9]2[CH:14]=[CH:13][N:12]=[C:11]([CH2:15][N:16]3[N:20]=[C:19]([N+:21]([O-])=O)[CH:18]=[N:17]3)[CH:10]=2)[O:8][CH2:7][CH2:6][O:5]1.[NH4+].[Cl-]>CCO.O.[Fe]>[CH3:3][C:4]1([C:9]2[CH:14]=[CH:13][N:12]=[C:11]([CH2:15][N:16]3[N:20]=[C:19]([NH2:21])[CH:18]=[N:17]3)[CH:10]=2)[O:8][CH2:7][CH2:6][O:5]1 |f:2.3|. Reported procedure: In a flame dried round-bottomed flask equipped with a magnetic stir bar and under inert atmosphere (N2), a mixture of 4-(2-methyl-[1,3]dioxolan-2-yl)-2-(4-nitro-[1,2,3]triazol-2-ylmethyl)-pyridine (210 mg, 0.71 mmol), iron powder (120 mg, 2.12 mmol) and NH4Cl (191 mg, 3.53 mmol) in a mixture of EtOH (2.0 mL) and water (1.0 mL) was stirred at 75° C. for 1 h. The reaction mixture was filtered while hot and the filter cake rinsed with EtOH. The filtrate was concentrated under reduced pressure and t...